Task: describe an organic reaction: reactants, conditions, products, and yield. Dataset: the Open Reaction Database (ORD), a public repository of structured organic reaction records RXN SMILES: [F:1][C:2]1[CH:18]=[CH:17][C:16]([O:19][CH3:20])=[CH:15][C:3]=1[O:4][Si:5]([CH:12]([CH3:14])[CH3:13])([CH:9]([CH3:11])[CH3:10])[CH:6]([CH3:8])[CH3:7].CN(CCN(CCN(C)C)C)C.C([Li])CCC.[CH:38](N1CCOCC1)=[O:39].Cl>C1COCC1>[F:1][C:2]1[C:3]([O:4][Si:5]([CH:6]([CH3:7])[CH3:8])([CH:12]([CH3:13])[CH3:14])[CH:9]([CH3:11])[CH3:10])=[CH:15][C:16]([O:19][CH3:20])=[CH:17][C:18]=1[CH:38]=[O:39]. Product: FC1=C(C=O)C=C(C=C1O[Si](C(C)C)(C(C)C)C(C)C)OC (2-Fluoro-5-methoxy-3-triisopropylsilanyloxybenzaldehyde). Procedure: To a 240 ml THF solution containing 113 g of (2-fluoro-5-methoxyphenoxy)triisopropylsilane and 70 g of N,N,N′,N′,N″-pentamethyldiethylenetriamine there was added dropwise 150 ml of n-butyllithium (2.66 M, hexane solution) at −74° C., over a period of 50 minutes. After stirring at −60° C. for 3 hours, 70 ml of N-formylmorpholine was added. The temperature of the reaction mixture was slowly raised to 6° C. Next, 1N hydrochloric acid was added to the reaction mixture while cooling on ice, and then ... Run at temperature -60 celsius, time 50 minute. The reactants are C(=O)N1CCOCC1 (N-formylmorpholine), Cl (hydrochloric acid), FC1=C(O[Si](C(C)C)(C(C)C)C(C)C)C=C(C=C1)OC ((2-fluoro-5-methoxyphenoxy)triisopropylsilane), CN(C)CCN(C)CCN(C)C (N,N,N′,N′,N″-pentamethyldiethylenetriamine), C(CCC)[Li] (n-butyllithium). The solvent is C1CCOC1 (THF). The reactants are [OH-].[Na+] (NaOH), ClC1=CC=C(C=C1)C1=NOC2=C1C=CC(=C2)S(=O)(=O)C(C(=O)OCC)(C)C (ethyl 2-[[3-(4-chlorophenyl)1,2-benzisoxazol-6-yl]sulfonyl]-2-methylpropionate), Cl (HCl). Run in CO (methanol). Product: ClC1=CC=C(C=C1)C1=NOC2=C1C=CC(=C2)S(=O)(=O)C(C(=O)O)(C)C (2-[[3-(4-chlorophenyl)-1,2-benzisoxazol-6-yl]sulfonyl]-2-methylpropionic acid). Isolated yield 94.6%. Reaction SMILES: [Cl:1][C:2]1[CH:7]=[CH:6][C:5]([C:8]2[C:12]3[CH:13]=[CH:14][C:15]([S:17]([C:20]([CH3:27])([CH3:26])[C:21]([O:23]CC)=[O:22])(=[O:19])=[O:18])=[CH:16][C:11]=3[O:10][N:9]=2)=[CH:4][CH:3]=1.[OH-].[Na+].Cl>CO>[Cl:1][C:2]1[CH:7]=[CH:6][C:5]([C:8]2[C:12]3[CH:13]=[CH:14][C:15]([S:17]([C:20]([CH3:27])([CH3:26])[C:21]([OH:23])=[O:22])(=[O:19])=[O:18])=[CH:16][C:11]=3[O:10][N:9]=2)=[CH:4][CH:3]=1 |f:1.2|. Reported procedure: 3.70g (9.10 mmol) of ethyl 2-[[3-(4-chlorophenyl)1,2-benzisoxazol-6-yl]sulfonyl]-2-methylpropionate was combined with 50 ml of methanol in a flask. The mixture was heated to reflux and an excess (50 ml) of 10% NaOH was added. Initially after the addition, the solution was clear yellow but after a few minutes a precipitate began to form. After refluxing for about one hour, the mixture was cooled and acidified with dilute HCl. The precipitate was collected and recrystallized from methanol to yield... Reactants: CCO, Cc1cc(F)ccc1C(C#N)CCOC1CCCCO1, [NH4+], [Ni], [OH-], O. Yields the product Cc1cc(F)ccc1C(CN)CCOC1CCCCO1. RXN SMILES: [CH3:23][CH2:24][OH:25].[F:1][c:2]1[cH:3][c:4]([CH3:20])[c:5]([CH:8]([C:9]#[N:10])[CH2:11][CH2:12][O:13][CH:14]2[O:15][CH2:16][CH2:17][CH2:18][CH2:19]2)[cH:6][cH:7]1.[NH4+:22].[Ni:27].[OH-:21].[OH2:26]>>[F:1][c:2]1[cH:3][c:4]([CH3:20])[c:5]([CH:8]([CH2:9][NH2:10])[CH2:11][CH2:12][O:13][CH:14]2[O:15][CH2:16][CH2:17][CH2:18][CH2:19]2)[cH:6][cH:7]1. Reactants: FC1=C(C#N)C=C(C=C1)C (2-fluoro-5-methylbenzonitrile), [OH-].[Na+] (sodium hydroxide), Cl[O-].[Na+] (sodium hypochlorite), S(O)(O)(=O)=O (sulfuric acid). Reagents/catalysts: [Br-].C(CCC)[N+](CCCC)(CCCC)CCCC (tetrabutylammonium bromide), O.O.O.[Ru](Cl)(Cl)Cl (ruthenium(III)chloride trihydrate). Run in ClCCl (dichloromethane). Run at time 3 hour. Yields the product FC1=C(C=C(C(=O)O)C=C1)C#N (4-fluoro-3-cyanobenzoic acid). The yield is 20.0%. RXN SMILES: [F:1][C:2]1[CH:9]=[CH:8][C:7]([CH3:10])=[CH:6][C:3]=1[C:4]#[N:5].Cl[O-].[Na+].S(=O)(=O)(O)[OH:15].[OH-:19].[Na+]>[Br-].C([N+](CCCC)(CCCC)CCCC)CCC.ClCCl.O.O.O.[Ru](Cl)(Cl)Cl>[F:1][C:2]1[CH:9]=[CH:8][C:7]([C:10]([OH:15])=[O:19])=[CH:6][C:3]=1[C:4]#[N:5] |f:1.2,4.5,6.7,9.10.11.12|. Procedure details: To a mixture of 2-fluoro-5-methylbenzonitrile (13.5 g, 0.1 mol), tetrabutylammonium bromide (1.61 g, 5 mmol), and ruthenium(III)chloride trihydrate (0.261 g, 1 mmol) in dichloromethane (150 mL) was added a solution of sodium hypochlorite (645 mL, 0.45 mol) which had been neutralized to pH 9 with 20% sulfuric acid. The reaction mixture was stirred and maintained at pH 9 by adding 20% sodium hydroxide solution at RT. After 3 h, the aqueous phase was separated and neutralized to pH 2 with 20% sulfu... Reactants: Cl.Cl.COC1=CC=C(OC(=O)CN2CCN(CC2)CC2=C(C(=C(C=C2)OC)OC)OC)C=C1 (1-[(4-methoxyphenoxy)carbonylmethyl]-4-(2,3,4-trimethoxybenzyl)piperazine dihydrochloride). The solvent is C([O-])([O-])=O.[K+].[K+] (potassium carbonate). Product: COC1=CC=C(OC(=O)CN2CCN(CC2)CC2=C(C(=C(C=C2)OC)OC)OC)C=C1 (1-[(4-methoxyphenoxy)carbonylmethyl]-4-(2,3,4-trimethoxybenzyl)piperazine). Yield: 47.6%. RXN SMILES: Cl.Cl.[CH3:3][O:4][C:5]1[CH:33]=[CH:32][C:8]([O:9][C:10]([CH2:12][N:13]2[CH2:18][CH2:17][N:16]([CH2:19][C:20]3[CH:25]=[CH:24][C:23]([O:26][CH3:27])=[C:22]([O:28][CH3:29])[C:21]=3[O:30][CH3:31])[CH2:15][CH2:14]2)=[O:11])=[CH:7][CH:6]=1>C(=O)([O-])[O-].[K+].[K+]>[CH3:3][O:4][C:5]1[CH:6]=[CH:7][C:8]([O:9][C:10]([CH2:12][N:13]2[CH2:18][CH2:17][N:16]([CH2:19][C:20]3[CH:25]=[CH:24][C:23]([O:26][CH3:27])=[C:22]([O:28][CH3:29])[C:21]=3[O:30][CH3:31])[CH2:15][CH2:14]2)=[O:11])=[CH:32][CH:33]=1 |f:0.1.2,3.4.5|. Procedure details: The 1-[(4-methoxyphenoxy)carbonylmethyl]-4-(2,3,4-trimethoxybenzyl)piperazine dihydrochloride (15 g) obtained above is added to a 5% aqueous potassium carbonate solution (70 ml), and the produced oily substance is extracted with chloroform (150 ml). The chloroform layer is dried over anhydrous magnesium sulfate, and the solvent is distilled off under reduced pressure. The residue is recrystallized from a mixture of ethyl acetate and n-hexane to give 1-[(4-methoxyphenoxy)carbonylmethyl]-4-(2,3,4-... Reactants: NC1=NC=C(C(=N1)OC1=CC(=NN1C)C(F)(F)F)C (2-amino-4-(1-methyl-3-trifluoromethylpyrazol-5-yloxy)-5-methylpyrimidine), ICI (diiodomethane), C(CC(C)C)ON=O (isopentylnitrite). Run at temperature 90 celsius. Product: IC1=NC(=C(C=N1)C)OC1=CC(=NN1C)C(F)(F)F (2-iodo-6-(1-methyl-3-trifluoromethylpyrazol-5-yloxy)-5-methylpyrimidine). Reaction SMILES: N[C:2]1[N:7]=[C:6]([O:8][C:9]2[N:13]([CH3:14])[N:12]=[C:11]([C:15]([F:18])([F:17])[F:16])[CH:10]=2)[C:5]([CH3:19])=[CH:4][N:3]=1.C(ON=O)CC(C)C.[I:28]CI>>[I:28][C:2]1[N:3]=[CH:4][C:5]([CH3:19])=[C:6]([O:8][C:9]2[N:13]([CH3:14])[N:12]=[C:11]([C:15]([F:18])([F:17])[F:16])[CH:10]=2)[N:7]=1. Reported procedure: To a suspension of 2-amino-4-(1-methyl-3-trifluoromethylpyrazol-5-yloxy)-5-methylpyrimidine (5 g) in diiodomethane (25 ml) is added isopentylnitrite (48 ml) and the mixture is heated to 90° C. for 30 min. After cooling, the brownish reaction mixture is evaporated in vacuo and the residue is purified by silica-gel flash chromatography. One obtains the title compound as crystals of mp. 94° C. Starting materials: ClC1=NC=C(C(=N1)Cl)F (2,4-dichloro-5-fluoropyrimidine), C(C)(C)(C)C1=CC=C(N)C=C1 (4-tert-butylaniline). Yields the product C(C)(C)(C)C1=CC=C(C=C1)NC1=NC=C(C(=N1)NC1=CC=C(C=C1)C(C)(C)C)F (N2,N4-bis(4-tert-butylphenyl)-5-fluoro-2,4-pyrimidinediamine). Reaction SMILES: Cl[C:2]1[N:7]=[C:6](Cl)[C:5]([F:9])=[CH:4][N:3]=1.[C:10]([C:14]1[CH:20]=[CH:19][C:17]([NH2:18])=[CH:16][CH:15]=1)([CH3:13])([CH3:12])[CH3:11]>>[C:10]([C:14]1[CH:15]=[CH:16][C:17]([NH:18][C:2]2[N:7]=[C:6]([NH:18][C:17]3[CH:19]=[CH:20][C:14]([C:10]([CH3:13])([CH3:12])[CH3:11])=[CH:15][CH:16]=3)[C:5]([F:9])=[CH:4][N:3]=2)=[CH:19][CH:20]=1)([CH3:13])([CH3:11])[CH3:12]. Procedure details: In like manner to the preparation of N2,N4-bis(3-hydroxyphenyl)-5-fluoro-2,4-pyrimidinediamine, 2,4-dichloro-5-fluoropyrimidine and 4-tert-butylaniline were reacted to yield N2,N4-bis(4-tert-butylphenyl)-5-fluoro-2,4-pyrimidinediamine. 1H NMR (CDCl3): δ 7.77 (d, 1H, J=3.9 Hz), 7.47 (d, 2H, J=9 Hz), 7.38 (m, 4H), 7.30 (d, 2H, J=8.7 Hz), 1.34 (s, 9H), 1.32 (s, 9H); LCMS: ret. time: 34.09 min.; purity: 93%; MS: 393 (MH+). Starting materials: ( a ), ClCCCOC1=C(C=CC=C1)[N+](=O)[O-] (1-chloro-3-(2-nitrophenoxy)propane), C1(=CC=CC=C1)C(OC1CCNCC1)C1=CC=NC=C1 (4-(phenyl-4-pyridylmethoxy)piperidine), ClCCCOC1=C(C=CC=C1)[N+](=O)[O-] (1-chloro-3-(2-nitrophenoxy)propane). Product: C1(=CC=CC=C1)C(OC1CCN(CC1)CCCOC1=C(C=CC=C1)[N+](=O)[O-])C1=CC=NC=C1 (4-(phenyl-4-pyridylmethoxy)-1-[3-(2-nitrophenoxy)propyl]piperidine). Reaction SMILES: [C:1]1([CH:7]([C:15]2[CH:20]=[CH:19][N:18]=[CH:17][CH:16]=2)[O:8][CH:9]2[CH2:14][CH2:13][NH:12][CH2:11][CH2:10]2)[CH:6]=[CH:5][CH:4]=[CH:3][CH:2]=1.Cl[CH2:22][CH2:23][CH2:24][O:25][C:26]1[CH:31]=[CH:30][CH:29]=[CH:28][C:27]=1[N+:32]([O-:34])=[O:33]>>[C:1]1([CH:7]([C:15]2[CH:16]=[CH:17][N:18]=[CH:19][CH:20]=2)[O:8][CH:9]2[CH2:10][CH2:11][N:12]([CH2:22][CH2:23][CH2:24][O:25][C:26]3[CH:31]=[CH:30][CH:29]=[CH:28][C:27]=3[N+:32]([O-:34])=[O:33])[CH2:13][CH2:14]2)[CH:2]=[CH:3][CH:4]=[CH:5][CH:6]=1. Procedure details: The procedure of Example 24 (a) was repeated except for using 4-(phenyl-4-pyridylmethoxy)piperidine and 1-chloro-3-(2-nitrophenoxy)propane instead of 4-[(2-chlorophenyl)-phenylmethoxy]piperidine and 1-chloro-3-(2-nitrophenoxy)propane to give oily 4-(phenyl-4-pyridylmethoxy)-1-[3-(2-nitrophenoxy)propyl]piperidine. Reactants: F[B-](F)(F)F, CCN(C(C)C)C(C)C, Cc1sc(C(=O)O)c2c1C1C(C2)C1(C)C, O=CO, Cl, NCc1ccc(O)c(Cl)c1, CN(C)C=O, CN(C)C(On1nnc2ccccc21)=[N+](C)C. Yields the product Cc1sc(C(=O)NCc2ccc(O)c(Cl)c2)c2c1C1C(C2)C1(C)C. RXN SMILES: [B-:16]([F:17])([F:18])([F:19])[F:20].[CH2:38]([N:39]([CH:40]([CH3:41])[CH3:42])[CH:43]([CH3:44])[CH3:45])[CH3:46].[CH3:1][C:2]1([CH3:15])[CH:3]2[CH:4]1[CH2:5][c:6]1[c:7]([C:12](=[O:13])[OH:14])[s:8][c:9]([CH3:11])[c:10]12.[CH:63]([OH:64])=[O:65].[ClH:47].[NH2:48][CH2:49][c:50]1[cH:51][c:52]([Cl:57])[c:53]([OH:56])[cH:54][cH:55]1.[O:58]=[CH:59][N:60]([CH3:61])[CH3:62].[n:21]1([O:22][C:23]([N:24]([CH3:25])[CH3:26])=[N+:27]([CH3:28])[CH3:29])[c:30]2[cH:31][cH:32][cH:33][cH:34][c:35]2[n:36][n:37]1>>[CH3:1][C:2]1([CH3:15])[CH:3]2[CH:4]1[CH2:5][c:6]1[c:7]([C:12](=[O:14])[NH:48][CH2:49][c:50]3[cH:51][c:52]([Cl:57])[c:53]([OH:56])[cH:54][cH:55]3)[s:8][c:9]([CH3:11])[c:10]12. Reactants: CC(C)(C)[O-], CN(C)C=O, Nc1cc(Cl)c(C(F)(F)F)cc1[N+](=O)[O-], [K+], O, O=Cc1ccc(O)cc1. Yields the product Nc1cc(Oc2ccc(C=O)cc2)c(C(F)(F)F)cc1[N+](=O)[O-]. Reaction SMILES: [CH3:16][C:17]([CH3:18])([O-:19])[CH3:20].[CH3:32][N:33]([CH3:34])[CH:35]=[O:36].[Cl:1][c:2]1[c:3]([C:12]([F:13])([F:14])[F:15])[cH:4][c:5]([N+:9](=[O:10])[O-:11])[c:6]([NH2:7])[cH:8]1.[K+:21].[OH2:31].[OH:22][c:23]1[cH:24][cH:25][c:26]([CH:27]=[O:28])[cH:29][cH:30]1>>[c:2]1([O:22][c:23]2[cH:24][cH:25][c:26]([CH:27]=[O:28])[cH:29][cH:30]2)[c:3]([C:12]([F:13])([F:14])[F:15])[cH:4][c:5]([N+:9](=[O:10])[O-:11])[c:6]([NH2:7])[cH:8]1.